This data is from the Open Reaction Database (ORD), a public repository of structured organic reaction records. The task is: describe an organic reaction: reactants, conditions, products, and yield The reactants are O (water), C1(=CC=CC=C1)C(C)(SCCN1CCOC2=C1C=CC=C2OCC(=O)O)C2=CC=CC=C2 ((4-(2-(1,1-diphenylethylthio)ethyl)-3,4-dihydro-2H-1,4-benzoxazin-8-yloxy)acetic acid), C1=CC(=CC(=C1)Cl)C(=O)OO (m-CPBA), resultant solution. The solvent is C(Cl)Cl (methylene chloride). Reaction conditions: time 4 hour. Yields the product C1(=CC=CC=C1)C(C)(S(=O)CCN1CCOC2=C1C=CC=C2OCC(=O)O)C2=CC=CC=C2 ((4-(2-(1,1-diphenylethylsulfinyl)ethyl)-3,4-dihydro-2H-1,4-benzoxazin-8-yloxy)acetic acid). The yield is 81.4%. As a reaction SMILES: [C:1]1([C:7]([C:27]2[CH:32]=[CH:31][CH:30]=[CH:29][CH:28]=2)([S:9][CH2:10][CH2:11][N:12]2[C:17]3[CH:18]=[CH:19][CH:20]=[C:21]([O:22][CH2:23][C:24]([OH:26])=[O:25])[C:16]=3[O:15][CH2:14][CH2:13]2)[CH3:8])[CH:6]=[CH:5][CH:4]=[CH:3][CH:2]=1.C1C=C(Cl)C=C(C(OO)=[O:41])C=1.O>C(Cl)Cl>[C:27]1([C:7]([C:1]2[CH:2]=[CH:3][CH:4]=[CH:5][CH:6]=2)([S:9]([CH2:10][CH2:11][N:12]2[C:17]3[CH:18]=[CH:19][CH:20]=[C:21]([O:22][CH2:23][C:24]([OH:26])=[O:25])[C:16]=3[O:15][CH2:14][CH2:13]2)=[O:41])[CH3:8])[CH:32]=[CH:31][CH:30]=[CH:29][CH:28]=1. Procedure details: (4-(2-(1,1-diphenylethylthio)ethyl)-3,4-dihydro-2H-1,4-benzoxazin-8-yloxy)acetic acid (51 mg) was dissolved in methylene chloride (5 ml), and the resultant solution was stirred at room temperature. m-CPBA (20 mg) was then added to the solution, and the mixture was stirred at room temperature for 4 hours. The reaction mixture was added to water (20 ml), and then extracted with ethyl acetate. The resultant organic layer was washed with saturated brine, dried over sodium sulfate, and concentrated. ... Reactants: Pivaloyloxymethyl 2-diazo-3-methyl-1-betaoxoceph-3-em-4-carboxylate, C(C)(=O)O (acetic acid), CC=1C([C@H]2N(C1C(=O)OCOC(C(C)(C)C)=O)C(C2)=O)=O (pivaloyloxymethyl 2-methyl-1-oxocarbapen-2-em-3-carboxylate), [BH4-].C(CCC)[N+](CCCC)(CCCC)CCCC (tetrabutylammonium borohydride). Run in C(Cl)Cl (methylene chloride). Reaction conditions: temperature -78 celsius, time 30 minute. Product: OC1C(=C(N2[C@H]1CC2=O)C(=O)OCOC(C(C)(C)C)=O)C (pivaloyloxymethyl 1-hydroxy-2-methylcarbapen-2-em-3-carboxylate). Reaction SMILES: [CH3:1][C:2]1[C:3](=[O:21])[C@@H:4]2[CH2:19][C:18](=[O:20])[N:5]2[C:6]=1[C:7]([O:9][CH2:10][O:11][C:12](=[O:17])[C:13]([CH3:16])([CH3:15])[CH3:14])=[O:8].[BH4-].C([N+](CCCC)(CCCC)CCCC)CCC.C(O)(=O)C>C(Cl)Cl>[OH:21][CH:3]1[C@@H:4]2[CH2:19][C:18](=[O:20])[N:5]2[C:6]([C:7]([O:9][CH2:10][O:11][C:12](=[O:17])[C:13]([CH3:15])([CH3:14])[CH3:16])=[O:8])=[C:2]1[CH3:1] |f:1.2|. Procedure details: Pivaloyloxymethyl 2-diazo-3-methyl-1-betaoxoceph-3-em-4-carboxylate (150 mg., 0.42 mmoles) was converted to a methylene chloride solution of pivaloyloxymethyl 2-methyl-1-oxocarbapen-2-em-3-carboxylate by the method of Example 1. Without isolation, and while continuing to maintain the temperature at -78° C., tetrabutylammonium borohydride (26.4 mg., 0.092 mmole) was added and the mixture stirred for 30 minutes. The reaction was quenched with acetic acid (0.58 equivalent), extracted twice with aqu... Reactants: CCO, CC(C)NP(=S)(CN(CC(=O)O)C(=O)C(F)(F)F)NC(C)C. Product: CC(C)NP(=S)(CNCC(=O)O)NC(C)C. Reaction SMILES: [CH3:23][CH2:24][OH:25].[F:1][C:2]([F:3])([F:4])[C:21]([N:5]([CH2:6][C:7](=[O:8])[OH:9])[CH2:10][P:11](=[S:12])([NH:13][CH:14]([CH3:15])[CH3:16])[NH:17][CH:18]([CH3:19])[CH3:20])=[O:22]>>[NH:5]([CH2:6][C:7](=[O:8])[OH:9])[CH2:10][P:11](=[S:12])([NH:13][CH:14]([CH3:15])[CH3:16])[NH:17][CH:18]([CH3:19])[CH3:20]. Starting materials: ClC1=C(C(=O)OC(C)C)C=C(C(=C1)F)N1C(N(C(=C(C1=O)CCl)C)C)=O (isopropyl 2-chloro-4-fluoro-5-[5-chloromethyl-3,6-dihydro-3,4-dimethyl-2,6-dioxo-1(2H)-pyrimidinyl]-benzoate), C[S-].[Na+] (sodium methanethiolate), O (water). Run in CN(C=O)C (dimethylformamide). The product is ClC1=C(C(=O)OC(C)C)C=C(C(=C1)F)N1C(N(C(=C(C1=O)CSC)C)C)=O (isopropyl 2-chloro-4-fluoro-5-[3,6-dihydro-3,4-dimethyl-5-methylthiomethyl-2,6-dioxo-1(2H)-pyrimidinyl]-benzoate). Reaction SMILES: [Cl:1][C:2]1[CH:13]=[C:12]([F:14])[C:11]([N:15]2[C:20](=[O:21])[C:19]([CH2:22]Cl)=[C:18]([CH3:24])[N:17]([CH3:25])[C:16]2=[O:26])=[CH:10][C:3]=1[C:4]([O:6][CH:7]([CH3:9])[CH3:8])=[O:5].[CH3:27][S-:28].[Na+].O>CN(C)C=O>[Cl:1][C:2]1[CH:13]=[C:12]([F:14])[C:11]([N:15]2[C:20](=[O:21])[C:19]([CH2:22][S:28][CH3:27])=[C:18]([CH3:24])[N:17]([CH3:25])[C:16]2=[O:26])=[CH:10][C:3]=1[C:4]([O:6][CH:7]([CH3:9])[CH3:8])=[O:5] |f:1.2|. Reported procedure: 1.14 g of isopropyl 2-chloro-4-fluoro-5-[5-chloromethyl-3,6-dihydro-3,4-dimethyl-2,6-dioxo-1(2H)-pyrimidinyl]-benzoate and 0.21 g of sodium methanethiolate in 5 ml of dimethylformamide are stirred at room temperature for 16 hours. The reaction mixture is poured into 100 ml of water and the aqueous mixture is extracted with 50 ml of ethyl acetate. The organic phase is washed with water, dried over anhydrous sodium sulphate and evaporated to dryness under reduced pressure. The residue is purified ... Procedure: 3-(2,2,2-Trifluoroethylthio)benzoic acid methyl ester was prepared 3-mercaptobenzoic acid methyl ester and trifluoroethyl iodide by following Method C. The reaction was conducted at room temperature overnight. The crude residue was chromatographed in 10-20% EtOAc/hexanes to afford 3-(2,2,2-trifluoroethylthio)benzoic acid methyl ester (82% yield). As a reaction SMILES: [CH3:1][O:2][C:3](=[O:11])[C:4]1[CH:9]=[CH:8][CH:7]=[C:6]([SH:10])[CH:5]=1.[F:12][C:13]([F:17])([F:16])[CH2:14]I>>[CH3:1][O:2][C:3](=[O:11])[C:4]1[CH:9]=[CH:8][CH:7]=[C:6]([S:10][CH2:14][C:13]([F:17])([F:16])[F:12])[CH:5]=1. Yield: 82.0%. Yields the product COC(C1=CC(=CC=C1)SCC(F)(F)F)=O (3-(2,2,2-trifluoroethylthio)benzoic acid methyl ester). Reactants: COC(C1=CC(=CC=C1)S)=O (3-mercaptobenzoic acid methyl ester), FC(CI)(F)F (trifluoroethyl iodide). Run at time 8 hour. Starting materials: Brc1ccccc1, C1CCOC1, CCCCCC1CCC(=O)CC1, [Cl-], [Mg], [NH4+]. The product is CCCCCC1CC=C(c2ccccc2)CC1. RXN SMILES: [Br:2][c:3]1[cH:4][cH:5][cH:6][cH:7][cH:8]1.[CH2:23]1[O:24][CH2:25][CH2:26][CH2:27]1.[CH2:9]([CH2:10][CH2:11][CH2:12][CH3:13])[CH:14]1[CH2:15][CH2:16][C:17](=[O:20])[CH2:18][CH2:19]1.[Cl-:21].[Mg:1].[NH4+:22]>>[c:3]1([C:17]2=[CH:16][CH2:15][CH:14]([CH2:9][CH2:10][CH2:11][CH2:12][CH3:13])[CH2:19][CH2:18]2)[cH:4][cH:5][cH:6][cH:7][cH:8]1. Starting materials: C(=C)C(=O)C (methyl vinyl ketone), [OH-].[K+] (potassium hydroxide), FC1=CC=C(C=C1)C(C=O)C1=CC=C(C=C1)F (bis(4-fluorophenyl)acetaldehyde). The solvent is C(C)O (ethanol), C(C)OCC (ethyl ether). Conditions: time 24 hour. Yields the product FC1=CC=C(C=C1)C1(C=CC(CC1)=O)C1=CC=C(C=C1)F (4,4-bis(4-fluorophenyl)cyclohex-2-enone). Reaction SMILES: [CH:1]([C:3]([CH3:5])=[O:4])=[CH2:2].[OH-].[K+].[F:8][C:9]1[CH:14]=[CH:13][C:12]([CH:15]([C:18]2[CH:23]=[CH:22][C:21]([F:24])=[CH:20][CH:19]=2)[CH:16]=O)=[CH:11][CH:10]=1>C(O)C.C(OCC)C>[F:8][C:9]1[CH:10]=[CH:11][C:12]([C:15]2([C:18]3[CH:19]=[CH:20][C:21]([F:24])=[CH:22][CH:23]=3)[CH2:16][CH2:5][C:3](=[O:4])[CH:1]=[CH:2]2)=[CH:13][CH:14]=1 |f:1.2|. Procedure details: 1.7 cm3 of methyl vinyl ketone and 0.39 g of potassium hydroxide pellets dissolved in 3 cm3 of ethanol are successively added to a solution, cooled to 0° C., of 4 g of bis(4-fluorophenyl)acetaldehyde in 35 cm3 of ethyl ether. The temperature is left in the region of 20° C. for 24 hours. The mixture is concentrated to dryness under reduced pressure, 75 cm3 of dichloromethane are added and the mixture is washed with twice 75 cm3 of distilled water. After drying over magnesium sulphate and concentr... Isolated yield 32.3%. Product: C(C)OC(C(C1=CC=C(C=C1)OCC(N1CCN(CC1)CCC1=C(C=CC=C1)C(F)(F)F)=O)=O)=O (alpha-oxo-4-[2-oxo-2-[4-[2-[2-(trifiuoromethyl)phenyl]ethyl]-1-piperazinyl]ethoxy]-benzeneacetic acid ethyl ester). Procedure details: A mixture of 4-hydroxy-alpha-oxobenzeneacetic acid ethyl ester (0.256 g) in dimethylformamide (4 mL) under argon was treated with 55% sodium hydride (0.06 g), stirred for 15 minutes and then the above 1-(2-bromo-1-oxoethyl)-4-[2-[2-(trifluoromethyl)phenyl]ethyl]piperazine (0.5 g) in dimethylformamide (2 mL) was added. The mixture was stirred at room temperature for 23 hours and worked up as in Example 20. The crude product was purified by flash chromatography over silica gel (ethyl acetate-tolue... Solvent: CN(C=O)C (dimethylformamide), CN(C=O)C (dimethylformamide). Starting materials: [H-].[Na+] (sodium hydride), C(C)OC(C(C1=CC=C(C=C1)O)=O)=O (4-hydroxy-alpha-oxobenzeneacetic acid ethyl ester), BrCC(=O)N1CCN(CC1)CCC1=C(C=CC=C1)C(F)(F)F (1-(2-bromo-1-oxoethyl)-4-[2-[2-(trifluoromethyl)phenyl]ethyl]piperazine). As a reaction SMILES: [CH2:1]([O:3][C:4](=[O:14])[C:5](=[O:13])[C:6]1[CH:11]=[CH:10][C:9]([OH:12])=[CH:8][CH:7]=1)[CH3:2].[H-].[Na+].Br[CH2:18][C:19]([N:21]1[CH2:26][CH2:25][N:24]([CH2:27][CH2:28][C:29]2[CH:34]=[CH:33][CH:32]=[CH:31][C:30]=2[C:35]([F:38])([F:37])[F:36])[CH2:23][CH2:22]1)=[O:20]>CN(C)C=O>[CH2:1]([O:3][C:4](=[O:14])[C:5](=[O:13])[C:6]1[CH:11]=[CH:10][C:9]([O:12][CH2:18][C:19](=[O:20])[N:21]2[CH2:22][CH2:23][N:24]([CH2:27][CH2:28][C:29]3[CH:34]=[CH:33][CH:32]=[CH:31][C:30]=3[C:35]([F:38])([F:36])[F:37])[CH2:25][CH2:26]2)=[CH:8][CH:7]=1)[CH3:2] |f:1.2|. Conditions: time 15 minute.